Dataset: the Open Reaction Database (ORD), a public repository of structured organic reaction records. Task: describe an organic reaction: reactants, conditions, products, and yield Starting materials: N,N'-carbonyldiimidazole, O=C1C2=C(C(C3=C(N1)C=CC=C3)C(=O)O)C=CC=C2 (5,11-dihydro-6-oxo-6H-dibenz[b,e]azepin-11-carboxylic acid), NC1CCN(CC1)C (4-amino-1-methylpiperidine). Solvent: O1CCCC1 (tetrahydrofuran). Run at temperature 40 celsius. Yields the product CN1CCC(CC1)NC(=O)C1C2=C(NC(C3=C1C=CC=C3)=O)C=CC=C2 (5,11-Dihydro-11-[[(1-methyl-4-piperidinyl)-amino]-carbonyl]-6H-dibenz[b,e]azepin-6-one). Yield: 68.7%. As a reaction SMILES: [O:1]=[C:2]1[NH:8][C:7]2[CH:9]=[CH:10][CH:11]=[CH:12][C:6]=2[CH:5]([C:13]([OH:15])=O)[C:4]2[CH:16]=[CH:17][CH:18]=[CH:19][C:3]1=2.[NH2:20][CH:21]1[CH2:26][CH2:25][N:24]([CH3:27])[CH2:23][CH2:22]1>O1CCCC1>[CH3:27][N:24]1[CH2:25][CH2:26][CH:21]([NH:20][C:13]([CH:5]2[C:4]3[CH:16]=[CH:17][CH:18]=[CH:19][C:3]=3[C:2](=[O:1])[NH:8][C:7]3[CH:9]=[CH:10][CH:11]=[CH:12][C:6]2=3)=[O:15])[CH2:22][CH2:23]1. Reported procedure: A quantity of 3.5 gm (0.022 mol) of N,N'-carbonyldiimidazole is added to a suspension of 5 gm (0.02 mol) of 5,11-dihydro-6-oxo-6H-dibenz[b,e]azepin-11-carboxylic acid in 100 ml of tetrahydrofuran, and the mixture is heated to 40° C. for 30 minutes. Then, 2.5 gm (0.022 mol) of 4-amino-1-methylpiperidine are added, and the mixture is heated for a further two hours at 40° C. After cooling, the solvent is removed in vacuo, and the residue is purified by column chromatography on silica gel [ethylene ...